From a dataset of the Open Reaction Database (ORD), a public repository of structured organic reaction records. describe an organic reaction: reactants, conditions, products, and yield Reactants: Cc1ccc(-c2nc(CO)cs2)c([N+](=O)[O-])c1, ClCCl. Yields the product Cc1ccc(-c2nc(C=O)cs2)c([N+](=O)[O-])c1. As a reaction SMILES: [CH3:1][c:2]1[cH:3][c:4]([N+:15](=[O:16])[O-:17])[c:5](-[c:8]2[s:9][cH:10][c:11]([CH2:13][OH:14])[n:12]2)[cH:6][cH:7]1.[Cl:18][CH2:19][Cl:20]>>[CH3:1][c:2]1[cH:3][c:4]([N+:15](=[O:16])[O-:17])[c:5](-[c:8]2[s:9][cH:10][c:11]([CH:13]=[O:14])[n:12]2)[cH:6][cH:7]1.